Task: describe an organic reaction: reactants, conditions, products, and yield. Dataset: the Open Reaction Database (ORD), a public repository of structured organic reaction records Starting materials: C1(CC1)N1C=C(C(C2=C(C(=C(C(=C12)F)F)F)N)=O)C(=O)O (1-cyclopropyl-5-amino-6,7,8-trifluoro-1,4-dihydro-4-oxoquinoline-3-carboxylic acid), C(C)(C)(C)OC(=O)N1CC(CC1)O (1-t-butoxycarbonyl-3-hydroxypyrrolidine), CN(C)C=O (DMF), [H-].[Na+] (sodium hydride), resultant mixture. Run in C(Cl)(Cl)Cl (chloroform). Yields the product C(C)(C)(C)OC(=O)N1CC(=CC=C1)OC1=C(C(=C2C(C(=CN(C2=C1F)C1CC1)C(=O)O)=O)N)F (7-(1-t-Butoxycarbonyl-3-pyridinyloxy)-1-cyclopropyl-5-amino-6,8-difluoro-1,4-dihydro-4-oxoquinoline-3-carboxylic acid). RXN SMILES: [CH:1]1([N:4]2[C:13]3[C:8](=[C:9]([NH2:17])[C:10]([F:16])=[C:11](F)[C:12]=3[F:14])[C:7](=[O:18])[C:6]([C:19]([OH:21])=[O:20])=[CH:5]2)[CH2:3][CH2:2]1.[C:22]([O:26][C:27]([N:29]1[CH2:33][CH2:32][CH:31]([OH:34])[CH2:30]1)=[O:28])([CH3:25])([CH3:24])[CH3:23].[CH3:35]N(C=O)C.[H-].[Na+]>C(Cl)(Cl)Cl>[C:22]([O:26][C:27]([N:29]1[CH:33]=[CH:32][CH:35]=[C:31]([O:34][C:11]2[C:12]([F:14])=[C:13]3[C:8]([C:7](=[O:18])[C:6]([C:19]([OH:21])=[O:20])=[CH:5][N:4]3[CH:1]3[CH2:2][CH2:3]3)=[C:9]([NH2:17])[C:10]=2[F:16])[CH2:30]1)=[O:28])([CH3:23])([CH3:24])[CH3:25] |f:3.4|. Procedure: To a mixture of 1.20 g of 1-cyclopropyl-5-amino-6,7,8-trifluoro-1,4-dihydro-4-oxoquinoline-3-carboxylic acid, 1.50 g of 1-t-butoxycarbonyl-3-hydroxypyrrolidine and 1,5 ml of DMF was added 483 mg of 55% sodium hydride while the former was stirred under ice cooling. The resultant mixture was stirred for further 20 hours at room temperature. The reaction mixture was diluted with chloroform and then successively washed with 10% aq. citric acid solution and saturated saline. The organic layer was dri... Reactants: [N+](=O)([O-])C1=CC=C(C=C1)OC(\C=C\C=C(C1=CC=C(C=C1)OC)C1=CC=C(C=C1)OC)=O ((E)-5.5-bis(4-methoxyphenyl) -2,4-pentadienoic acid 4-nitrophenyl ester), N1=C(C=CC=C1)CCCCCN (2-Pyridinepentanamine). The solvent is O1CCCC1 (tetrahydrofuran). Yields the product COC1=CC=C(C=C1)C(=C/C=C/C(=O)NCCCCCC1=NC=CC=C1)C1=CC=C(C=C1)OC ((E)-5,5-bis(4-methoxyphenyl)-N-[5-(2-Pyridinyl) pentyl]-2,4-pentadienamide). Isolated yield 252.7%. Reaction SMILES: [N+](C1C=CC([O:10][C:11](=O)/[CH:12]=[CH:13]/[CH:14]=[C:15]([C:24]2[CH:29]=[CH:28][C:27]([O:30][CH3:31])=[CH:26][CH:25]=2)[C:16]2[CH:21]=[CH:20][C:19]([O:22][CH3:23])=[CH:18][CH:17]=2)=CC=1)([O-])=O.[N:33]1[CH:38]=[CH:37][CH:36]=[CH:35][C:34]=1[CH2:39][CH2:40][CH2:41][CH2:42][CH2:43][NH2:44]>O1CCCC1>[CH3:31][O:30][C:27]1[CH:26]=[CH:25][C:24]([C:15]([C:16]2[CH:17]=[CH:18][C:19]([O:22][CH3:23])=[CH:20][CH:21]=2)=[CH:14]/[CH:13]=[CH:12]/[C:11]([NH:44][CH2:43][CH2:42][CH2:41][CH2:40][CH2:39][C:34]2[CH:35]=[CH:36][CH:37]=[CH:38][N:33]=2)=[O:10])=[CH:29][CH:28]=1. Reported procedure: As in Example 134, a solution of (E)-5.5-bis(4-methoxyphenyl) -2,4-pentadienoic acid 4-nitrophenyl ester (1.72 g) and 2-Pyridinepentanamine (0.657 g) in tetrahydrofuran (25 mL) was stirred for 17 hours at room temperature and was worked up in the usual manner. The crude product was purified by HPLC (ethyl acetate) and then was crystallized from ethyl acetate to provide 4.6 g of (E)-5,5-bis(4-methoxyphenyl)-N-[5-(2-Pyridinyl) pentyl]-2,4-pentadienamide, mp 99°-100° C. Reactants: [BH3-]C#N, C=O, CO, ClCCl, [Na+], O=S1(=O)CCN(Cc2c(F)cc(-c3cccc4ncc(-c5cccc(N6CCNCC6)c5)nc34)cc2F)CC1. Yields the product CN1CCN(c2cccc(-c3cnc4cccc(-c5cc(F)c(CN6CCS(=O)(=O)CC6)c(F)c5)c4n3)c2)CC1. RXN SMILES: [C:42]([BH3-:43])#[N:44].[CH2:40]=[O:41].[CH3:46][OH:47].[Cl:48][CH2:49][Cl:50].[Na+:45].[O:1]=[S:2]1(=[O:39])[CH2:3][CH2:4][N:5]([CH2:8][c:9]2[c:10]([F:38])[cH:11][c:12](-[c:16]3[cH:17][cH:18][cH:19][c:20]4[n:21][cH:22][c:23](-[c:26]5[cH:27][c:28]([N:32]6[CH2:33][CH2:34][NH:35][CH2:36][CH2:37]6)[cH:29][cH:30][cH:31]5)[n:24][c:25]34)[cH:13][c:14]2[F:15])[CH2:6][CH2:7]1>>[O:1]=[S:2]1(=[O:39])[CH2:3][CH2:4][N:5]([CH2:8][c:9]2[c:10]([F:38])[cH:11][c:12](-[c:16]3[cH:17][cH:18][cH:19][c:20]4[n:21][cH:22][c:23](-[c:26]5[cH:27][c:28]([N:32]6[CH2:33][CH2:34][N:35]([CH3:42])[CH2:36][CH2:37]6)[cH:29][cH:30][cH:31]5)[n:24][c:25]34)[cH:13][c:14]2[F:15])[CH2:6][CH2:7]1. Starting materials: COc1ccc(C(=O)c2cccc([N+](=O)[O-])c2)cc1OC, CCOC(C)=O, [H][H]. The product is COc1ccc(C(=O)c2cccc(N)c2)cc1OC. As a reaction SMILES: [CH3:1][O:2][c:3]1[cH:4][c:5]([C:6](=[O:7])[c:8]2[cH:9][c:10]([N+:14]([O-:15])=[O:16])[cH:11][cH:12][cH:13]2)[cH:17][cH:18][c:19]1[O:20][CH3:21].[CH3:24][CH2:25][O:26][C:27](=[O:28])[CH3:29].[H:22][H:23]>>[CH3:1][O:2][c:3]1[cH:4][c:5]([C:6](=[O:7])[c:8]2[cH:9][c:10]([NH2:14])[cH:11][cH:12][cH:13]2)[cH:17][cH:18][c:19]1[O:20][CH3:21]. Isolated yield 37.7%. Reactants: ClC1=CC=C(C=C1)C1(C(CNCC1)(O)C)OC (4-(4-chloro-phenyl)-4-methoxy-3-methyl-piperidin-3-ol), C([O-])([O-])=O.[K+].[K+] (potassium carbonate), BrCCC=C1C2=C(OCC3=C1C=CC=N3)C=CC(=C2)C(C)(C)O (2-[5-(3-bromo-propylidene)-5,11-dihydro-10-oxa-1-aza-dibenzo[a,d]cyclohepten-7-yl]-propan-2-ol). The solvent is C(C)#N.O (acetonitrile water). Conditions: time 40 hour. Procedure: To a solution of 4-(4-chloro-phenyl)-4-methoxy-3-methyl-piperidin-3-ol (206 mg, 1.24 mmol) in acetonitrile/water (4:1, 20 mL) was added potassium carbonate (171 mg, 1.24 mmol) followed by 2-[5-(3-bromo-propylidene)-5,11-dihydro-10-oxa-1-aza-dibenzo[a,d]cyclohepten-7-yl]-propan-2-ol (417 mg, 1.12 mmol). The mixture was stirred at rt 40 h and concentrated. The product residue was partitioned between ethyl acetate and water and the organic phase was washed with brine, dried over magnesium sulfate, ... The product is ClC1=CC=C(C=C1)C1(C(CN(CC1)CCC=C1C2=C(OCC3=C1C=CC=N3)C=CC(=C2)C(C)(C)O)(O)C)OC (4-(4-Chloro-phenyl)-1-{3-[7-(1-hydroxy-1-methyl-ethyl)-11H-10-oxa-1-aza-dibenzo[a,d]cyclohepten-5-ylidene]-propyl}-4-methoxy-3-methyl-piperidin-3-ol). Reaction SMILES: [Cl:1][C:2]1[CH:7]=[CH:6][C:5]([C:8]2([O:16][CH3:17])[CH2:13][CH2:12][NH:11][CH2:10][C:9]2([CH3:15])[OH:14])=[CH:4][CH:3]=1.C(=O)([O-])[O-].[K+].[K+].Br[CH2:25][CH2:26][CH:27]=[C:28]1[C:34]2[CH:35]=[CH:36][CH:37]=[N:38][C:33]=2[CH2:32][O:31][C:30]2[CH:39]=[CH:40][C:41]([C:43]([OH:46])([CH3:45])[CH3:44])=[CH:42][C:29]1=2>C(#N)C.O>[Cl:1][C:2]1[CH:7]=[CH:6][C:5]([C:8]2([O:16][CH3:17])[CH2:13][CH2:12][N:11]([CH2:25][CH2:26][CH:27]=[C:28]3[C:34]4[CH:35]=[CH:36][CH:37]=[N:38][C:33]=4[CH2:32][O:31][C:30]4[CH:39]=[CH:40][C:41]([C:43]([OH:46])([CH3:45])[CH3:44])=[CH:42][C:29]3=4)[CH2:10][C:9]2([CH3:15])[OH:14])=[CH:4][CH:3]=1 |f:1.2.3,5.6|.